From a dataset of the Open Reaction Database (ORD), a public repository of structured organic reaction records. describe an organic reaction: reactants, conditions, products, and yield Starting materials: CC(C)C1(C(NC2=CC=CC=C12)=O)SC (3-(1-methylethyl)-3-methylthio-1,3-dihydro-2H-indol-2-one), ClCCOC1OCCCC1 (2-(2-chloroethoxy)tetrahydro-2H-pyran). The product is OCCN1C(C(C2=CC=CC=C12)(SC)C(C)C)=O (1-(2-Hydroxyethyl)-3-(l-methylethyl)-3-methylthio-1,3-dihydro-2H-indol-2-one). RXN SMILES: [CH3:1][CH:2]([C:4]1([S:14][CH3:15])[C:12]2[C:7](=[CH:8][CH:9]=[CH:10][CH:11]=2)[NH:6][C:5]1=[O:13])[CH3:3].Cl[CH2:17][CH2:18][O:19]C1CCCCO1>>[OH:19][CH2:18][CH2:17][N:6]1[C:7]2[C:12](=[CH:11][CH:10]=[CH:9][CH:8]=2)[C:4]([CH:2]([CH3:1])[CH3:3])([S:14][CH3:15])[C:5]1=[O:13]. Procedure details: Prepared from 3-(1-methylethyl)-3-methylthio-1,3-dihydro-2H-indol-2-one and 2-(2-chloroethoxy)tetrahydro-2H-pyran.